Task: describe an organic reaction: reactants, conditions, products, and yield. Dataset: the Open Reaction Database (ORD), a public repository of structured organic reaction records Reactants: O=C([O-])[O-], CS(C)=O, CCOC(C)=O, ClCCCOCCc1csc2ccccc12, Cl, O=C(O)C(F)(F)F, [K+], [K+], OC1CNC1, O. Product: OC1CN(CCCOCCc2csc3ccccc23)C1. RXN SMILES: [C:29](=[O:30])([O-:31])[O-:32].[CH3:36][S:37](=[O:38])[CH3:39].[CH3:40][CH2:41][O:42][C:43](=[O:44])[CH3:45].[Cl:1][CH2:2][CH2:3][CH2:4][O:5][CH2:6][CH2:7][c:8]1[cH:9][s:10][c:11]2[c:12]1[cH:13][cH:14][cH:15][cH:16]2.[ClH:35].[F:17][C:18]([F:19])([F:20])[C:21]([OH:22])=[O:23].[K+:33].[K+:34].[NH:24]1[CH2:25][CH:26]([OH:28])[CH2:27]1.[OH2:46]>>[CH2:2]([CH2:3][CH2:4][O:5][CH2:6][CH2:7][c:8]1[cH:9][s:10][c:11]2[c:12]1[cH:13][cH:14][cH:15][cH:16]2)[N:24]1[CH2:25][CH:26]([OH:28])[CH2:27]1. Starting materials: COc1ccc2[nH]c3c(c2c1)CCSc1ccccc1-3, C1COCCOCCOCCOCCOCCO1, CN(C)C=O, O. The product is COc1ccc2[nH]c3c(c2c1)C=CSc1ccccc1-3. As a reaction SMILES: [CH3:1][O:2][c:3]1[cH:4][cH:5][c:6]2[c:7]([c:8]3[c:14]([nH:15]2)-[c:13]2[c:12]([cH:19][cH:18][cH:17][cH:16]2)[S:11][CH2:10][CH2:9]3)[cH:20]1.[O:21]1[CH2:22][CH2:23][O:24][CH2:25][CH2:26][O:27][CH2:28][CH2:29][O:30][CH2:31][CH2:32][O:33][CH2:34][CH2:35][O:36][CH2:37][CH2:38]1.[O:40]=[CH:41][N:42]([CH3:43])[CH3:44].[OH2:39]>>[CH3:1][O:2][c:3]1[cH:4][cH:5][c:6]2[c:7]([c:8]3[c:14]([nH:15]2)-[c:13]2[c:12]([cH:19][cH:18][cH:17][cH:16]2)[S:11][CH:10]=[CH:9]3)[cH:20]1.